This data is from the Open Reaction Database (ORD), a public repository of structured organic reaction records. The task is: describe an organic reaction: reactants, conditions, products, and yield The reactants are Cc1cc(Br)cc(C)c1C(=O)N1CCCN(CCO)CC1, Cc1cc(Br)cc(C)c1C(=O)O, Cc1cc(Br)cc(C)c1C(=O)N1CCC(N2CCCC2)CC1, OB(O)c1cccc(OC(F)(F)F)c1, OCCN1CCCNCC1. Product: Cc1cc(-c2cccc(OC(F)(F)F)c2)cc(C)c1C(=O)N1CCCN(CCO)CC1. Reaction SMILES: [Br:1][c:2]1[cH:3][c:4]([CH3:21])[c:5]([C:9](=[O:10])[N:11]2[CH2:12][CH2:13][N:14]([CH2:18][CH2:19][OH:20])[CH2:15][CH2:16][CH2:17]2)[c:6]([CH3:8])[cH:7]1.[Br:22][c:23]1[cH:24][c:25]([CH3:26])[c:27]([C:28]([OH:29])=[O:30])[c:31]([CH3:32])[cH:33]1.[Br:44][c:45]1[cH:46][c:47]([CH3:48])[c:49]([C:50]([N:51]2[CH2:52][CH2:53][CH:54]([N:55]3[CH2:56][CH2:57][CH2:58][CH2:59]3)[CH2:60][CH2:61]2)=[O:62])[c:63]([CH3:64])[cH:65]1.[F:66][C:67]([O:68][c:69]1[cH:70][c:71]([B:75]([OH:76])[OH:77])[cH:72][cH:73][cH:74]1)([F:78])[F:79].[N:34]1([CH2:35][CH2:36][OH:37])[CH2:38][CH2:39][CH2:40][NH:41][CH2:42][CH2:43]1>>[c:2]1(-[c:71]2[cH:70][c:69]([O:68][C:67]([F:66])([F:78])[F:79])[cH:74][cH:73][cH:72]2)[cH:3][c:4]([CH3:21])[c:5]([C:9](=[O:10])[N:11]2[CH2:12][CH2:13][N:14]([CH2:18][CH2:19][OH:20])[CH2:15][CH2:16][CH2:17]2)[c:6]([CH3:8])[cH:7]1.